describe an organic reaction: reactants, conditions, products, and yield From a dataset of the Open Reaction Database (ORD), a public repository of structured organic reaction records. Starting materials: O=C(N=C=S)c1ccccc1, CC(C)=O, CCOC(=O)c1ccc(N)nc1. The product is CCOC(=O)c1ccc(NC(=S)NC(=O)c2ccccc2)nc1. Reaction SMILES: [C:13]([c:14]1[cH:15][cH:16][cH:17][cH:18][cH:19]1)(=[O:20])[N:21]=[C:22]=[S:23].[CH3:24][C:25](=[O:26])[CH3:27].[NH2:1][c:2]1[n:3][cH:4][c:5]([C:6](=[O:7])[O:8][CH2:9][CH3:10])[cH:11][cH:12]1>>[NH:1]([c:2]1[n:3][cH:4][c:5]([C:6](=[O:7])[O:8][CH2:9][CH3:10])[cH:11][cH:12]1)[C:22]([NH:21][C:13]([c:14]1[cH:15][cH:16][cH:17][cH:18][cH:19]1)=[O:20])=[S:23].